This data is from the Open Reaction Database (ORD), a public repository of structured organic reaction records. The task is: describe an organic reaction: reactants, conditions, products, and yield Starting materials: ClC=1N(C(=CC1)Cl)CC(=O)OC (Methyl (2,5-dichloro-1H-pyrrol-1-yl)acetate), I.NC=1NCCN1 (2-aminoimidazoline hydroiodide), [O-]CC.[Na+] (sodium ethoxide). The solvent is C(C)O (ethanol). Conditions: time 3 hour. The product is ClC=1N(C(=CC1)Cl)CC(=O)N=C1NCCN1 (2,5-Dichloro-N-(2-imidazolidinylidene)-1H-pyrrole-1-acetamide). Yield: 72.8%. Reaction SMILES: [Cl:1][C:2]1[N:3]([CH2:8][C:9]([O:11]C)=O)[C:4]([Cl:7])=[CH:5][CH:6]=1.I.[NH2:14][C:15]1[NH:16][CH2:17][CH2:18][N:19]=1.[O-]CC.[Na+]>C(O)C>[Cl:7][C:4]1[N:3]([CH2:8][C:9]([N:14]=[C:15]2[NH:19][CH2:18][CH2:17][NH:16]2)=[O:11])[C:2]([Cl:1])=[CH:6][CH:5]=1 |f:1.2,3.4|. Procedure: Methyl (2,5-dichloro-1H-pyrrol-1-yl)acetate (2.08 g.) was added to a solution of 2-aminoimidazoline hydroiodide (3.2 g.) and sodium ethoxide (from 0.35 g. of sodium) in ethanol (10 cm3). The solution was stirred at room temperature for 3 hr. and the precipitated title product collected by filtration (1.9 g.) m.p. 225°-227° C. The base was suspended in ethanol (25 cm3) and acidified with ethanolic hydrogen chloride to give the hydrochloride of the title compound (1.9 g.) m.p. 225° C.(d). Procedure details: To the solution of 2-methoxy-5-(4,4,5,5-tetramethyl-1,3,2-dioxaborolan-2-yl)pyridin-3-amine (400 mg, 1.6 mmol) in pyridine (5 mL) was added 2,4-difluorobenzenesulfonyl chloride (407 mg, 1.9 mmol) slowly, the reaction mixture was stirred at room temperature overnight, the solvent was evaporated in vacuo, and the residue was treated with brine (5 mL) and extracted with EtOAc (3×10 mL). The combined organic layer was evaporated in vacuo, and the residue was purified by column chromatography using p... The product is FC1=C(C=CC(=C1)F)S(=O)(=O)NC=1C(=NC=C(C1)B1OC(C(O1)(C)C)(C)C)OC (2,4-difluoro-N-(2-methoxy-5-(4,4,5,5-tetramethyl-1,3,2-dioxaborolan-2-yl)pyridin-3-yl)benzenesulfonamide). Reactants: COC1=NC=C(C=C1N)B1OC(C(O1)(C)C)(C)C (2-methoxy-5-(4,4,5,5-tetramethyl-1,3,2-dioxaborolan-2-yl)pyridin-3-amine), FC1=C(C=CC(=C1)F)S(=O)(=O)Cl (2,4-difluorobenzenesulfonyl chloride). Reaction conditions: time 8 hour. RXN SMILES: [CH3:1][O:2][C:3]1[C:8]([NH2:9])=[CH:7][C:6]([B:10]2[O:14][C:13]([CH3:16])([CH3:15])[C:12]([CH3:18])([CH3:17])[O:11]2)=[CH:5][N:4]=1.[F:19][C:20]1[CH:25]=[C:24]([F:26])[CH:23]=[CH:22][C:21]=1[S:27](Cl)(=[O:29])=[O:28]>N1C=CC=CC=1>[F:19][C:20]1[CH:25]=[C:24]([F:26])[CH:23]=[CH:22][C:21]=1[S:27]([NH:9][C:8]1[C:3]([O:2][CH3:1])=[N:4][CH:5]=[C:6]([B:10]2[O:14][C:13]([CH3:16])([CH3:15])[C:12]([CH3:18])([CH3:17])[O:11]2)[CH:7]=1)(=[O:29])=[O:28]. The solvent is N1=CC=CC=C1 (pyridine). Starting materials: ClC1=CC=C(C(=O)N(C2CC2)[C@@H]2CC[C@H](CC2)CC(=O)OC)C=C1 (methyl 2-(trans-4-(4-chloro-N-cyclopropylbenzamido)cyclohexyl)acetate), [BH4-].[Li+] (lithium borohydride), CO (MeOH). Run in C1CCOC1 (THF). Conditions: time 8 hour. Yields the product ClC1=CC=C(C(=O)N([C@@H]2CC[C@H](CC2)CCO)C2CC2)C=C1 (4-Chloro-N-cyclopropyl-N-(trans-4-(2-hydroxyethyl)cyclohexyl)benzamide), solid. As a reaction SMILES: [Cl:1][C:2]1[CH:24]=[CH:23][C:5]([C:6]([N:8]([C@H:12]2[CH2:17][CH2:16][C@H:15]([CH2:18][C:19](OC)=[O:20])[CH2:14][CH2:13]2)[CH:9]2[CH2:11][CH2:10]2)=[O:7])=[CH:4][CH:3]=1.[BH4-].[Li+].CO>C1COCC1>[Cl:1][C:2]1[CH:3]=[CH:4][C:5]([C:6]([N:8]([CH:9]2[CH2:10][CH2:11]2)[C@H:12]2[CH2:13][CH2:14][C@H:15]([CH2:18][CH2:19][OH:20])[CH2:16][CH2:17]2)=[O:7])=[CH:23][CH:24]=1 |f:1.2|. Reported procedure: To a solution of methyl 2-(trans-4-(4-chloro-N-cyclopropylbenzamido)cyclohexyl)acetate (0.182 g, 0.52 mmol) in THF (3 mL) was added lithium borohydride (2 M solution in THF, 3.5 ml) and MeOH (0.5 mL). The reaction mixture was stirred at room temperature overnight. The reaction mixture was then quenched with saturated NH4Cl (10 mL) and extracted with EtOAc twice. The organic phase was dried over Na2SO4 and concentrated in vacuo. The crude product was purified through silica gel chromatography elu...